From a dataset of the Open Reaction Database (ORD), a public repository of structured organic reaction records. describe an organic reaction: reactants, conditions, products, and yield Starting materials: ClC1=CC=C(OCC2=CC=C(OC(C(=O)OC)C)C=C2)C=C1 (methyl 2-[4-(4-chlorophenoxy-methyl)-phenoxy]-propionate), ClC1=C(OCCO)C=C(C(=C1)Cl)Cl (2-(2,4,5-trichloro-phenoxy)-ethanol), [Na] (sodium). Solvent: CC(=O)C (acetone). Conditions: time 4 hour. The product is ClC1=CC=C(OCC2=CC=C(OC(C(=O)OCCOC3=C(C=C(C(=C3)Cl)Cl)Cl)C)C=C2)C=C1 (2-(2,4,5-Trichloro-phenoxy)-ethyl 2-[4-(4-chlorophenoxymethyl)-phenoxy]-propionate). Reaction SMILES: [Cl:1][C:2]1[CH:22]=[CH:21][C:5]([O:6][CH2:7][C:8]2[CH:20]=[CH:19][C:11]([O:12][CH:13]([CH3:18])[C:14]([O:16][CH3:17])=[O:15])=[CH:10][CH:9]=2)=[CH:4][CH:3]=1.[Cl:23][C:24]1[CH:33]=[C:32]([Cl:34])[C:31]([Cl:35])=[CH:30][C:25]=1[O:26][CH2:27]CO.[Na]>CC(C)=O>[Cl:1][C:2]1[CH:3]=[CH:4][C:5]([O:6][CH2:7][C:8]2[CH:20]=[CH:19][C:11]([O:12][CH:13]([CH3:18])[C:14]([O:16][CH2:17][CH2:27][O:26][C:25]3[CH:30]=[C:31]([Cl:35])[C:32]([Cl:34])=[CH:33][C:24]=3[Cl:23])=[O:15])=[CH:10][CH:9]=2)=[CH:21][CH:22]=1 |^1:35|. Reported procedure: A mixture consisting of 2.2 gm of methyl 2-[4-(4-chlorophenoxy-methyl)-phenoxy]-propionate, 2.4 gm of 2-(2,4,5-trichloro-phenoxy)-ethanol and 0.03 gm of sodium was heated at about 120°-150° C. and a pressure of 150 mm Hg for four hours. After cooling, the reaction mixture was briefly boiled with acetone, the cooled solution was filtered, and the solvent was removed from the filtrate in vacuo. The residue was recrystallized from ethanol/water, yielding 1.3 gm (36% of theory) of the compound of th... Starting materials: CN1CC(C(=O)N(C)Cc2ccc(Cl)c(Cl)c2)=C(O)C1=O, NCCN1CCCCC1. Yields the product CN(Cc1ccc(Cl)c(Cl)c1)C(=O)C1=C(O)C(=O)N(CCN2CCCCC2)C1. Reaction SMILES: [Cl:10][c:11]1[cH:12][c:13]([CH2:14][N:15]([C:16](=[O:17])[C:18]2=[C:22]([OH:23])[C:21](=[O:24])[N:20]([CH3:25])[CH2:19]2)[CH3:26])[cH:27][cH:28][c:29]1[Cl:30].[NH2:1][CH2:2][CH2:3][N:4]1[CH2:5][CH2:6][CH2:7][CH2:8][CH2:9]1>>[N:1]1([CH2:2][CH2:3][N:4]2[CH2:5][CH2:6][CH2:7][CH2:8][CH2:9]2)[CH2:19][C:18]([C:16]([N:15]([CH2:14][c:13]2[cH:12][c:11]([Cl:10])[c:29]([Cl:30])[cH:28][cH:27]2)[CH3:26])=[O:17])=[C:22]([OH:23])[C:21]1=[O:24]. Reactants: COc1cc(Br)ccc1Cl, CC(C)(C)O, CC(C)(C)[O-], Cc1ccccc1, [Na+], C1CC2(CCN1)OCCO2. The product is COc1cc(N2CCC3(CC2)OCCO3)ccc1Cl. Reaction SMILES: [Br:17][c:18]1[cH:19][cH:20][c:21]([Cl:26])[c:22]([O:24][CH3:25])[cH:23]1.[C:34]([OH:35])([CH3:36])([CH3:37])[CH3:38].[CH3:1][C:2]([CH3:3])([O-:4])[CH3:5].[CH3:27][c:28]1[cH:29][cH:30][cH:31][cH:32][cH:33]1.[Na+:6].[O:7]1[CH2:8][CH2:9][O:10][C:11]12[CH2:12][CH2:13][NH:14][CH2:15][CH2:16]2>>[O:7]1[CH2:8][CH2:9][O:10][C:11]12[CH2:12][CH2:13][N:14]([c:18]1[cH:19][cH:20][c:21]([Cl:26])[c:22]([O:24][CH3:25])[cH:23]1)[CH2:15][CH2:16]2. Yields the product COC1=CC2=C(CC(N(CC2)CCCN(CCCSC2=CC=CC=C2)C)=O)C=C1OC (N-[3-(7,8-Dimethoxy-1,3,4,5-tetrahydro-2H-3-benzazepin-2-on-3-yl)-propyl]-N-(3-phenylthiopropyl)-methylamine). Reported procedure: The title compound is prepared from N-[3-(7,8-dimethoxy-1,3,4,5-tetrahydro-2H-3-benzazepin-2-on-3-yl)-propyl]-methylamine and 3-phenylthiopropylchloride analogously to Example 3. M.p. of the hydrochloride: 130°-140° C. As a reaction SMILES: [CH3:1][O:2][C:3]1[C:19]([O:20][CH3:21])=[CH:18][C:6]2[CH2:7][C:8](=[O:17])[N:9]([CH2:12][CH2:13][CH2:14][NH:15][CH3:16])[CH2:10][CH2:11][C:5]=2[CH:4]=1.[C:22]1([S:28][CH2:29][CH2:30][CH2:31]Cl)[CH:27]=[CH:26][CH:25]=[CH:24][CH:23]=1.Cl>>[CH3:1][O:2][C:3]1[C:19]([O:20][CH3:21])=[CH:18][C:6]2[CH2:7][C:8](=[O:17])[N:9]([CH2:12][CH2:13][CH2:14][N:15]([CH3:16])[CH2:31][CH2:30][CH2:29][S:28][C:22]3[CH:27]=[CH:26][CH:25]=[CH:24][CH:23]=3)[CH2:10][CH2:11][C:5]=2[CH:4]=1. The reactants are COC1=CC2=C(CC(N(CC2)CCCNC)=O)C=C1OC (N-[3-(7,8-dimethoxy-1,3,4,5-tetrahydro-2H-3-benzazepin-2-on-3-yl)-propyl]-methylamine), C1(=CC=CC=C1)SCCCCl (3-phenylthiopropylchloride), Cl (hydrochloride). Reaction SMILES: [Br:1][C:2]1[CH:30]=[CH:29][C:5]([CH2:6][C:7]2[C:8]([CH2:25][CH2:26][CH2:27][CH3:28])=[N:9][N:10]([C:15]3[CH:20]=[C:19]([N+:21]([O-:23])=[O:22])[CH:18]=[CH:17][C:16]=3[Cl:24])[C:11]=2[C:12](O)=[O:13])=[C:4]([F:31])[CH:3]=1.S(Cl)([Cl:34])=O.Cl>C1CCCCC1>[Br:1][C:2]1[CH:30]=[CH:29][C:5]([CH2:6][C:7]2[C:8]([CH2:25][CH2:26][CH2:27][CH3:28])=[N:9][N:10]([C:15]3[CH:20]=[C:19]([N+:21]([O-:23])=[O:22])[CH:18]=[CH:17][C:16]=3[Cl:24])[C:11]=2[C:12]([Cl:34])=[O:13])=[C:4]([F:31])[CH:3]=1. Procedure: A mixture of 672 mg (1.32 mmol) of 4-(4-bromo-2-fluorobenzyl)-3-n-butyl-1-(2-chloro-5-nitrophenyl)-1H-pyrazole-5-carboxylic acid (from Step C), 2.3 mL of thionyl chloride, and 6 mL of cyclohexane was stirred at reflux under N2 for 4 hours, during which time HCl gas was evolved. The cooled solution was concentrated in vacuo to yield an orange oil, which was used directly in the next step. The solvent is C1CCCCC1 (cyclohexane). Product: BrC1=CC(=C(CC=2C(=NN(C2C(=O)Cl)C2=C(C=CC(=C2)[N+](=O)[O-])Cl)CCCC)C=C1)F (4-(4-Bromo-2-fluorobenzyl)-3-n-butyl-1-(2-chloro-5-nitrophenyl)-1H-pyrazole-5-carbonyl Chloride). Starting materials: BrC1=CC(=C(CC=2C(=NN(C2C(=O)O)C2=C(C=CC(=C2)[N+](=O)[O-])Cl)CCCC)C=C1)F (4-(4-bromo-2-fluorobenzyl)-3-n-butyl-1-(2-chloro-5-nitrophenyl)-1H-pyrazole-5-carboxylic acid), S(=O)(Cl)Cl (thionyl chloride), Cl (HCl).